Dataset: the Open Reaction Database (ORD), a public repository of structured organic reaction records. Task: describe an organic reaction: reactants, conditions, products, and yield The reactants are ice water, ClC=1C=CC(=C(C1)C(F)(F)F)NC(=O)C(=O)OCC (5-chloro-2-ethoxalylaminobenzotrifluoride), [N+](=O)(O)[O-] (nitric acid). Solvent: S(O)(O)(=O)=O (sulfuric acid), S(O)(O)(=O)=O (sulfuric acid). Conditions: time 20 minute. Yields the product ClC=1C=C(C(=C(C1)C(F)(F)F)NC(=O)C(=O)OCC)[N+](=O)[O-] (5-chloro-2-ethoxalylamino-3-nitrobenzotrifluoride). Yield: 76.0%. As a reaction SMILES: [Cl:1][C:2]1[CH:3]=[CH:4][C:5]([NH:12][C:13]([C:15]([O:17][CH2:18][CH3:19])=[O:16])=[O:14])=[C:6]([C:8]([F:11])([F:10])[F:9])[CH:7]=1.[N+:20]([O-])([OH:22])=[O:21]>S(=O)(=O)(O)O>[Cl:1][C:2]1[CH:3]=[C:4]([N+:20]([O-:22])=[O:21])[C:5]([NH:12][C:13]([C:15]([O:17][CH2:18][CH3:19])=[O:16])=[O:14])=[C:6]([C:8]([F:11])([F:10])[F:9])[CH:7]=1. Reported procedure: To a solution of 2.4 g (8.1 mmol) 5-chloro-2-ethoxalylaminobenzotrifluoride in 13 ml 95-97% sulfuric acid a solution of 12 ml 100% nitric acid in 24 ml 95-97% sulfuric acid was added dropwise at 0°-5° C. Stirring was continued at 25° C. for 20 min. The reaction mixture was poured into 100 ml ice-water to give an oil. Extraction with dichloromethane gave 2.1 g (76%) of 5-chloro-2-ethoxalylamino-3-nitrobenzotrifluoride as crystals. M.p. 100°-101° C. The reactants are CCc1cc(OCc2ccc(-c3ccccc3-c3nnn(C(c4ccccc4)(c4ccccc4)c4ccccc4)n3)cc2)c2nc(OCCO[Si](c3ccccc3)(c3ccccc3)C(C)(C)C)ccc2n1, CCCC[N+](CCCC)(CCCC)CCCC, CCOC(C)=O, [F-], C1CCOC1. Product: CCc1cc(OCc2ccc(-c3ccccc3-c3nnn(C(c4ccccc4)(c4ccccc4)c4ccccc4)n3)cc2)c2nc(OCCO)ccc2n1. RXN SMILES: [C:19]([Si:20]([c:21]1[cH:22][cH:23][cH:78][cH:79][cH:80]1)([O:24][CH2:25][CH2:26][O:27][c:28]1[n:29][c:30]2[c:31]([O:40][CH2:41][c:42]3[cH:43][cH:44][c:45](-[c:48]4[c:49](-[c:54]5[n:55][n:56][n:57]([C:59]([c:60]6[cH:61][cH:62][cH:63][cH:64][cH:65]6)([c:66]6[cH:67][cH:68][cH:69][cH:70][cH:71]6)[c:72]6[cH:73][cH:74][cH:75][cH:76][cH:77]6)[n:58]5)[cH:50][cH:51][cH:52][cH:53]4)[cH:46][cH:47]3)[cH:32][c:33]([CH2:38][CH3:39])[n:34][c:35]2[cH:36][cH:37]1)[c:81]1[cH:82][cH:83][cH:84][cH:85][cH:86]1)([CH3:87])([CH3:88])[CH3:89].[CH3:2][CH2:3][CH2:4][CH2:5][N+:6]([CH2:7][CH2:8][CH2:9][CH3:10])([CH2:11][CH2:12][CH2:13][CH3:14])[CH2:15][CH2:16][CH2:17][CH3:18].[CH3:95][CH2:96][O:97][C:98](=[O:99])[CH3:100].[F-:1].[O:90]1[CH2:91][CH2:92][CH2:93][CH2:94]1>>[OH:24][CH2:25][CH2:26][O:27][c:28]1[n:29][c:30]2[c:31]([O:40][CH2:41][c:42]3[cH:43][cH:44][c:45](-[c:48]4[c:49](-[c:54]5[n:55][n:56][n:57]([C:59]([c:60]6[cH:61][cH:62][cH:63][cH:64][cH:65]6)([c:66]6[cH:67][cH:68][cH:69][cH:70][cH:71]6)[c:72]6[cH:73][cH:74][cH:75][cH:76][cH:77]6)[n:58]5)[cH:50][cH:51][cH:52][cH:53]4)[cH:46][cH:47]3)[cH:32][c:33]([CH2:38][CH3:39])[n:34][c:35]2[cH:36][cH:37]1. The reactants are C([O-])([O-])=O.[K+].[K+] (potassium carbonate), C(C)(=O)N1CCN(CC1)C1=C(C=C2C(C(=CN(C2=N1)CCCl)C(=O)OCC)=O)Cl (ethyl 7-(4-acetyl-1-piperazinyl)-6-chloro-1-(2-chloroethyl)-1,4-dihydro-4-oxo-1,8-naphthyridine-3-carboxylate). The solvent is C(C)O (ethanol), Cl (hydrochloric acid), O.N (ammonia water). Yields the product ClC=1C=C2C(C(=CN(C2=NC1N1CCNCC1)C=C)C(=O)O)=O (6-chloro-1,4-dihydro-4-oxo-7-(1-piperazinyl)-1-vinyl-1,8-naphthyridine-3-carboxylic acid). Yield: 51.4%. As a reaction SMILES: C(=O)([O-])[O-].[K+].[K+].C([N:10]1[CH2:15][CH2:14][N:13]([C:16]2[N:25]=[C:24]3[C:19]([C:20](=[O:34])[C:21]([C:29]([O:31]CC)=[O:30])=[CH:22][N:23]3[CH2:26][CH2:27]Cl)=[CH:18][C:17]=2[Cl:35])[CH2:12][CH2:11]1)(=O)C>C(O)C.Cl.O.N>[Cl:35][C:17]1[CH:18]=[C:19]2[C:24](=[N:25][C:16]=1[N:13]1[CH2:14][CH2:15][NH:10][CH2:11][CH2:12]1)[N:23]([CH:26]=[CH2:27])[CH:22]=[C:21]([C:29]([OH:31])=[O:30])[C:20]2=[O:34] |f:0.1.2,6.7|. Procedure: To a solution of potassium carbonate (1.52 g) in ethanol (40 ml) which was kept at 90°-95° C., was added ethyl 7-(4-acetyl-1-piperazinyl)-6-chloro-1-(2-chloroethyl)-1,4-dihydro-4-oxo-1,8-naphthyridine-3-carboxylate (4.0 g) and the mixture was heated to reflux for 1.5 hours. After the mixture was cooled, the resulting potassium 7-(4-acetyl-1-piperazinyl)-6-chloro-1,4-dihydro-4-oxo-1-vinyl-1,8-naphthyridine-3-carboxylate was collected, and dissolved in 30 ml of water and 20 ml of 1 N sodium hydrox...